Task: describe an organic reaction: reactants, conditions, products, and yield. Dataset: the Open Reaction Database (ORD), a public repository of structured organic reaction records Procedure details: 43 g (169 mmol) of 11,12-dihydroindolo[2,3-a]carbazole are initially introduced in 1000 ml of THF, and 8.9 g (223.3 mmol) of NaH (60% in oil) are added at 0° C. 24 g (80 mmol) of 2-iodobenzenesulfonyl chloride are subsequently added to the mixture, which is then stirred at 40° C. for 12 h. The organic phase is dried over MgSO4, and the solvent is removed in vacuo. The residue is recrystallised from acetone and finally sublimed in a high vacuum. Yield: 29 g (574 mmol), 72% of theory, purity accor... Run in C1CCOC1 (THF). The reactants are [H-].[Na+] (NaH), C1=CC=CC2=C1NC=1C2=CC=C2C3=CC=CC=C3NC12 (11,12-dihydroindolo[2,3-a]carbazole), IC1=C(C=CC=C1)S(=O)(=O)Cl (2-iodobenzenesulfonyl chloride). The product is IC1=C(C=CC=C1)S(=O)(=O)C1=C2NC=3C(=CC=C4C5=CC=CC=C5NC34)C2=CC=C1 ((2-iodobenzenesulfonyl)-11,12-dihydro-11,12-diazaindeno[2,1-a]fluorene). Conditions: temperature 40 celsius, time 12 hour. As a reaction SMILES: [CH:1]1[C:6]2[NH:7][C:8]3[C:9](=[CH:10][CH:11]=[C:12]4[C:20]=3[NH:19][C:18]3[C:13]4=[CH:14][CH:15]=[CH:16][CH:17]=3)[C:5]=2[CH:4]=[CH:3][CH:2]=1.[H-].[Na+].[I:23][C:24]1[CH:29]=[CH:28][CH:27]=[CH:26][C:25]=1[S:30](Cl)(=[O:32])=[O:31]>C1COCC1>[I:23][C:24]1[CH:29]=[CH:28][CH:27]=[CH:26][C:25]=1[S:30]([C:1]1[CH:2]=[CH:3][CH:4]=[C:5]2[C:6]=1[NH:7][C:8]1[C:9]2=[CH:10][CH:11]=[C:12]2[C:20]=1[NH:19][C:18]1[C:13]2=[CH:14][CH:15]=[CH:16][CH:17]=1)(=[O:32])=[O:31] |f:1.2|. Reactants: BrCCCCCCC=C (8-bromooct-1-ene), unpurified product, C(=C)OC1=CC=C(C=C1)OC (p-methoxyphenyl vinyl ether), complex 1a. Conditions: time 16 hour. The product is BrCCCCCC\C=C/OC1=CC=C(C=C1)OC ((Z)-1-((8-Bromooct-1-en-1-yl)oxy)-4-methoxybenzene). Yield: 69.5%. RXN SMILES: [Br:1][CH2:2][CH2:3][CH2:4][CH2:5][CH2:6][CH2:7][CH:8]=[CH2:9].[CH:10]([O:12][C:13]1[CH:18]=[CH:17][C:16]([O:19]C)=[CH:15][CH:14]=1)=C>>[Br:1][CH2:2][CH2:3][CH2:4][CH2:5][CH2:6][CH2:7]/[CH:8]=[CH:9]\[O:19][C:16]1[CH:17]=[CH:18][C:13]([O:12][CH3:10])=[CH:14][CH:15]=1. Reported procedure: Following the general procedure, 8-bromooct-1-ene (50.0 mg, 0.262 mmol) was treated with p-methoxyphenyl vinyl ether (79.0 mg, 0.5 23 mmol) and 1.2 mol % of in situ-generated complex 1a (31.0 μL, 0.10 M, 3.14 μmol; final substrate concentration=8.45 M) and allowed to stir for 16 h. The unpurified product is >98% Z (as determined by 400 MHz 1H NMR analysis). Excess p-methoxyphenyl vinyl ether was removed by vacuum distillation (1.0 torr, 80° C.). The resulting oil was purified by neutral alumina ...